This data is from the Open Reaction Database (ORD), a public repository of structured organic reaction records. The task is: describe an organic reaction: reactants, conditions, products, and yield Product: C(C)OC(=O)C=1SC(=CC1)CC[C@H]1OC1 (5-(2(R)-Oxiranyl-ethyl)-thiophene-2-carboxylic acid ethyl ester). Isolated yield 82.3%. Solvent: C1CCOC1 (THF). Procedure: To a stirred, ice-cold solution of 559 mg (1.73 mmol) of the mesylate (18) in 10 ml of THF was added 76 mg (1.90 mmol) of a 60% dispersion of sodium hydride (NaH) in mineral oil. After 1 hour, the ice bath was removed and the reaction was stirred at room temperature. After stirring for 18 hours, another 35 mg (0.88 mmol) of a 60% dispersion of NaH was added. After 4 days of stirring, the reaction mixture was diluted with EtOAc, washed with 0.5N HCl and then with saturated NaCl, dried (MgSO4), an... Starting materials: C(C)OC(=O)C=1SC(=CC1)CC[C@@H](CO)OS(=O)(=O)C (5-(4-Hydroxy-3(S)-methanesulfonyloxy-butyl)-thiophene-2-carboxylic acid ethyl ester), [H-].[Na+] (sodium hydride). RXN SMILES: [CH2:1]([O:3][C:4]([C:6]1[S:7][C:8]([CH2:11][CH2:12][C@H:13]([O:16]S(C)(=O)=O)[CH2:14]O)=[CH:9][CH:10]=1)=[O:5])[CH3:2].[H-].[Na+]>C1COCC1>[CH2:1]([O:3][C:4]([C:6]1[S:7][C:8]([CH2:11][CH2:12][C@@H:13]2[CH2:14][O:16]2)=[CH:9][CH:10]=1)=[O:5])[CH3:2] |f:1.2|. Run at time 1 hour. Reactants: C(C1=CC=CC=C1)OC=1C=C2C=3CC(CCC3NC2=CC1)N (6-benzyloxy-3-amino-1,2,3,4-tetrahydro-9H-carbazole), C([O-])([O-])=O.[K+].[K+] (potassium carbonate), ICC (iodoethane). The solvent is C(C)#N (acetonitrile). Conditions: time 18 hour. Yields the product C(C1=CC=CC=C1)OC=1C=C2C=3CC(CCC3NC2=CC1)NCC (6-benzyloxy-3-(ethyl)amino-1,2,3,4-tetrahydro-9H-carbazole). The yield is 18.2%. As a reaction SMILES: [CH2:1]([O:8][C:9]1[CH:10]=[C:11]2[C:19](=[CH:20][CH:21]=1)[NH:18][C:17]1[CH2:16][CH2:15][CH:14]([NH2:22])[CH2:13][C:12]2=1)[C:2]1[CH:7]=[CH:6][CH:5]=[CH:4][CH:3]=1.C(=O)([O-])[O-].[K+].[K+].I[CH2:30][CH3:31]>C(#N)C>[CH2:1]([O:8][C:9]1[CH:10]=[C:11]2[C:19](=[CH:20][CH:21]=1)[NH:18][C:17]1[CH2:16][CH2:15][CH:14]([NH:22][CH2:30][CH3:31])[CH2:13][C:12]2=1)[C:2]1[CH:3]=[CH:4][CH:5]=[CH:6][CH:7]=1 |f:1.2.3|. Reported procedure: To a solution of 0.225 gm (0.77 mMol) 6-benzyloxy-3-amino-1,2,3,4-tetrahydro-9H-carbazole in 20 mL acetonitrile were added 0.223 gm (1.617 mMol) potassium carbonate followed by 130 μL (1.617 mMol) iodoethane and the reaction mixture was stirred at room temperature for 18 hours. The reaction mixture was then heated at 60° C. for 4 hours and then at 50-45° C. for 3 hours. The reaction mixture was then concentrated under reduced pressure and the residue partitioned between dichloromethane and water... Reactants: COC(=O)[C@H]1CC(C[C@H]1C)=O ((3S, 4R)-3-methoxycarbonyl-4-methylcyclopentanone). Solvent: Cl (HCl). Yields the product C(=O)(O)[C@@H]1CC(C[C@H]1C)=O ((3R, 4R)-3-carboxy-4-methylcyclopentanone). The yield is 97.8%. As a reaction SMILES: C[O:2][C:3]([C@@H:5]1[C@H:9]([CH3:10])[CH2:8][C:7](=[O:11])[CH2:6]1)=[O:4]>Cl>[C:3]([C@H:5]1[C@H:9]([CH3:10])[CH2:8][C:7](=[O:11])[CH2:6]1)([OH:4])=[O:2]. Procedure details: 1.18 g of (3S, 4R)-3-methoxycarbonyl-4-methylcyclopentanone was dissolved in 20 ml of 3N-HCl, and the solution was refluxed for 2 hours. The reaction mixture was allowed to stand to return to room temperature, and concentrated. The residue was concentrated under a reduced pressure, and thus 1.05 g of the titled compound was obtained. The reactants are NC1=CC=C(C=C2C(NC(S2)=O)=O)C=C1 (5-(4-amino-benzylidene)-thiazolidin-2,4-dione). Solvent: C(C)(=O)O (acetic acid). Yields the product NC1=CC=C(CC2C(NC(S2)=O)=O)C=C1 (5-(4-amino-benzyl)-thiazolidin-2,4-dione). RXN SMILES: [NH2:1][C:2]1[CH:15]=[CH:14][C:5]([CH:6]=[C:7]2[S:11][C:10](=[O:12])[NH:9][C:8]2=[O:13])=[CH:4][CH:3]=1>C(O)(=O)C>[NH2:1][C:2]1[CH:15]=[CH:14][C:5]([CH2:6][CH:7]2[S:11][C:10](=[O:12])[NH:9][C:8]2=[O:13])=[CH:4][CH:3]=1. Reported procedure: Prepared by catalytic hydrogenation of 5-(4-amino-benzylidene)-thiazolidin-2,4-dione in glacial acetic acid on palladium/charcoal (10%) (50° C., 3.5 bar, 6 hours). Reactants: C=CC#N, CO, CCOC(=O)Cc1ccccc1, c1ccccc1. The product is CCOC(=O)C(CCC#N)c1ccccc1. Reaction SMILES: [CH2:13]=[CH:14][C:15]#[N:16].[CH3:23][OH:24].[c:1]1([CH2:7][C:8](=[O:9])[O:10][CH2:11][CH3:12])[cH:2][cH:3][cH:4][cH:5][cH:6]1.[cH:17]1[cH:18][cH:19][cH:20][cH:21][cH:22]1>>[c:1]1([CH:7]([C:8](=[O:9])[O:10][CH2:11][CH3:12])[CH2:13][CH2:14][C:15]#[N:16])[cH:2][cH:3][cH:4][cH:5][cH:6]1. Reactants: COC(=O)CCNCC1CC2c3cccc4[nH]cc(c34)CC2N(C)C1, CN=C=O, c1ccncc1. Yields the product CNC(=O)N(CCC(=O)OC)CC1CC2c3cccc4[nH]cc(c34)CC2N(C)C1. As a reaction SMILES: [CH3:1][N:2]1[CH2:3][CH:4]([CH2:18][NH:19][CH2:20][CH2:21][C:22](=[O:23])[O:24][CH3:25])[CH2:5][CH:6]2[c:7]3[cH:8][cH:9][cH:10][c:11]4[nH:12][cH:13][c:14]([c:17]34)[CH2:15][CH:16]12.[CH3:26][N:27]=[C:28]=[O:29].[cH:30]1[cH:31][cH:32][n:33][cH:34][cH:35]1>>[CH3:1][N:2]1[CH2:3][CH:4]([CH2:18][N:19]([CH2:20][CH2:21][C:22](=[O:23])[O:24][CH3:25])[C:28]([NH:27][CH3:26])=[O:29])[CH2:5][CH:6]2[c:7]3[cH:8][cH:9][cH:10][c:11]4[nH:12][cH:13][c:14]([c:17]34)[CH2:15][CH:16]12. The reactants are BrCC1=CC=C(C=C1)C1=C(C=CC=C1)C1=NN=NN1C(C1=CC=CC=C1)(C1=CC=CC=C1)C1=CC=CC=C1 (4-(bromomethyl)-2'-(1-triphenylmethyltetrazol-5-yl)biphenyl), C(C)(=O)OCC (ethyl acetate), C(C)(=O)[O-].[Cs+] (cesium acetate). The solvent is CN(C)C=O (DMF). Run at temperature 45 celsius, time 24 hour. Yields the product C(C)(=O)OCC1=CC=C(C=C1)C1=C(C=CC=C1)C1=NN=NN1C(C1=CC=CC=C1)(C1=CC=CC=C1)C1=CC=CC=C1 (4-(Acetoxymethyl)-2'-(1-triphenylmethyltetrazol-5-yl)biphenyl). Isolated yield 74.8%. RXN SMILES: Br[CH2:2][C:3]1[CH:8]=[CH:7][C:6]([C:9]2[CH:14]=[CH:13][CH:12]=[CH:11][C:10]=2[C:15]2[N:19]([C:20]([C:33]3[CH:38]=[CH:37][CH:36]=[CH:35][CH:34]=3)([C:27]3[CH:32]=[CH:31][CH:30]=[CH:29][CH:28]=3)[C:21]3[CH:26]=[CH:25][CH:24]=[CH:23][CH:22]=3)[N:18]=[N:17][N:16]=2)=[CH:5][CH:4]=1.[C:39]([O-:42])(=[O:41])[CH3:40].[Cs+].C(OCC)(=O)C>CN(C=O)C>[C:39]([O:42][CH2:2][C:3]1[CH:8]=[CH:7][C:6]([C:9]2[CH:14]=[CH:13][CH:12]=[CH:11][C:10]=2[C:15]2[N:19]([C:20]([C:33]3[CH:38]=[CH:37][CH:36]=[CH:35][CH:34]=3)([C:27]3[CH:32]=[CH:31][CH:30]=[CH:29][CH:28]=3)[C:21]3[CH:26]=[CH:25][CH:24]=[CH:23][CH:22]=3)[N:18]=[N:17][N:16]=2)=[CH:5][CH:4]=1)(=[O:41])[CH3:40] |f:1.2|. Procedure: 10.0 g of 4-(bromomethyl)-2'-(1-triphenylmethyltetrazol-5-yl)biphenyl and 3.5 g of cesium acetate are suspended in 300 ml of anhydrous DMF and stirred at 45° C. for 24 h. The solvent is evaporated off under reduced pressure and the residue is taken up in water, to obtain a solid which can easily be filtered. After drying, the solid is triturated with an hexane: ethyl acetate mixture (4:1) to obtain 7.2 g of a beige powder (Yield: 75%). Reactants: O (Water), CI (methyl iodide), C([O-])([O-])=O.[K+].[K+] (potassium carbonate), C1(=CC=C(C=C1)C=1N(C(=NN1)S)C1=C(C=CC=C1)F)C1=CC=CC=C1 (5-Biphenyl-4-yl-4-(2-fluorophenyl)-4H-1,2,4-triazole-3-thiol). Solvent: C(C)#N (acetonitrile). Reaction conditions: time 3 hour. Product: C1(=CC=C(C=C1)C1=NN=C(N1C1=C(C=CC=C1)F)SC)C1=CC=CC=C1 (3-biphenyl-4-yl-4-(2-fluorophenyl)-5-methylsulfanyl-4H-1,2,4-triazole). The yield is 72.5%. As a reaction SMILES: [C:1]1([C:20]2[CH:25]=[CH:24][CH:23]=[CH:22][CH:21]=2)[CH:6]=[CH:5][C:4]([C:7]2[N:8]([C:13]3[CH:18]=[CH:17][CH:16]=[CH:15][C:14]=3[F:19])[C:9]([SH:12])=[N:10][N:11]=2)=[CH:3][CH:2]=1.CI.[C:28](=O)([O-])[O-].[K+].[K+].O>C(#N)C>[C:1]1([C:20]2[CH:21]=[CH:22][CH:23]=[CH:24][CH:25]=2)[CH:6]=[CH:5][C:4]([C:7]2[N:8]([C:13]3[CH:18]=[CH:17][CH:16]=[CH:15][C:14]=3[F:19])[C:9]([S:12][CH3:28])=[N:10][N:11]=2)=[CH:3][CH:2]=1 |f:2.3.4|. Procedure details: 5-Biphenyl-4-yl-4-(2-fluorophenyl)-4H-1,2,4-triazole-3-thiol (2.7 g) was dissolved in acetonitrile (50 ml), followed by addition of methyl iodide (0.967 ml) and potassium carbonate (1.07 g), and stirred at ambient temperature for 3 hours. Water was added to the reaction solution, followed by extraction with chloroform. The organic layer was washed with saturated aqueous saline and dried over anhydrous magnesium sulfate. After the solvent was evaporated under reduced pressure, the resulting solid... The reactants are C(C)(=O)N1CCC(C(=O)Cl)CC1 (1-acetylisonipecotoyl chloride), C(C)(C)(C)C1=CC=CC=C1 (t-butylbenzene), [Cl-].[Al+3].[Cl-].[Cl-] (aluminum chloride). The solvent is ClC(C)Cl (dichloroethane). Product: C(C)(=O)N1CCC(CC1)C(C1=CC=C(C=C1)C(C)(C)C)=O (1-acetyl-4-(4-t-butylbenzoyl)piperidine). RXN SMILES: [C:1]([N:4]1[CH2:12][CH2:11][CH:7]([C:8](Cl)=[O:9])[CH2:6][CH2:5]1)(=[O:3])[CH3:2].[C:13]([C:17]1[CH:22]=[CH:21][CH:20]=[CH:19][CH:18]=1)([CH3:16])([CH3:15])[CH3:14].[Cl-].[Al+3].[Cl-].[Cl-]>ClC(Cl)C>[C:1]([N:4]1[CH2:12][CH2:11][CH:7]([C:8](=[O:9])[C:20]2[CH:21]=[CH:22][C:17]([C:13]([CH3:16])([CH3:15])[CH3:14])=[CH:18][CH:19]=2)[CH2:6][CH2:5]1)(=[O:3])[CH3:2] |f:2.3.4.5|. Procedure details: 19.1 g of 1-acetylisonipecotoyl chloride, Example 1(b) are added portionwise to a stirring suspension of 13 g of t-butylbenzene and 27 g of aluminum chloride in 175 ml of dichloroethane. The reaction mixture is refluxed for 1 hour, cooled, and poured onto ice. The organic layer is separated and the aqueous layer is extracted with chloroform. The organic layers are combined, dried, and the solvent is removed under reduced pressure leaving the oil 1-acetyl-4-(4-t-butylbenzoyl)piperidine.